This data is from the Open Reaction Database (ORD), a public repository of structured organic reaction records. The task is: describe an organic reaction: reactants, conditions, products, and yield The reactants are NCCCN1C(N(CC1)CC1=CC=CC=C1)=O (1-(3-aminopropyl)-3-benzylimidazolidin-2-one), C(C1=CC=CC=C1)NCCN (N1-benzylethane-1,2-diamine), C(C)OC(OCC)OCC (diethoxymethoxyethane). The product is C(C1=CC=CC=C1)N1C=NCC1 (1-benzyl-4,5-dihydro-1H-imidazole). RXN SMILES: NCCC[N:5]1[CH2:9][CH2:8][N:7]([CH2:10][C:11]2[CH:16]=[CH:15][CH:14]=[CH:13][CH:12]=2)[C:6]1=O.C(NCCN)C1C=CC=CC=1.C(OC(OCC)OCC)C>>[CH2:10]([N:7]1[CH2:8][CH2:9][N:5]=[CH:6]1)[C:11]1[CH:12]=[CH:13][CH:14]=[CH:15][CH:16]=1. Procedure: As shown in FIG. 9B (Scheme 4), the synthesis of 1-(3-aminopropyl)-3-benzylimidazolidin-2-one (35) will be performed by treating the starting material N1-benzylethane-1,2-diamine with diethoxymethoxyethane to form 1-benzyl-4,5-dihydro-1H-imidazole. The imidazole intermediate will be treated with BuLi (forming a lithiate) followed by quenching with water to form the final intermediate 1-benzylimidazolidin-2-one. Treating the imidazolidinone with NaH followed by Br—(CH2)3—N(SiMe3)2 under reducing ... Reactants: BrC=1C=C(C=CC1)C=1C(=C(N(N1)C)C(=O)N1CC(CC1)N(CC)CC)C ([5-(3-bromo-phenyl)-2,4-dimethyl-2H-pyrazol-3-yl]-(3-diethylamino-pyrrolidin-1-yl)-methanone), O1C2=C(C=C1B(O)O)C=CC=C2 (benzo[b]furan-2-boronic acid). Yields the product O1C(=CC2=C1C=CC=C2)C2=C(C=CC=C2)C=2C(=C(N(N2)C)C(=O)N2CC(CC2)N(CC)CC)C ([5-(3-Benzofuran-2-yl-phenyl)-2,4-dimethyl-2H-pyrazol-3-yl]-(3-diethylamino-pyrrolidin-1-yl)-methanone). The yield is 36.0%. Reaction SMILES: Br[C:2]1[CH:3]=[C:4]([C:8]2[C:9]([CH3:26])=[C:10]([C:14]([N:16]3[CH2:20][CH2:19][CH:18]([N:21]([CH2:24][CH3:25])[CH2:22][CH3:23])[CH2:17]3)=[O:15])[N:11]([CH3:13])[N:12]=2)[CH:5]=[CH:6][CH:7]=1.[O:27]1[C:31](B(O)O)=[CH:30][C:29]2[CH:35]=[CH:36][CH:37]=[CH:38][C:28]1=2>>[O:27]1[C:28]2[CH:38]=[CH:37][CH:36]=[CH:35][C:29]=2[CH:30]=[C:31]1[C:3]1[CH:2]=[CH:7][CH:6]=[CH:5][C:4]=1[C:8]1[C:9]([CH3:26])=[C:10]([C:14]([N:16]2[CH2:20][CH2:19][CH:18]([N:21]([CH2:24][CH3:25])[CH2:22][CH3:23])[CH2:17]2)=[O:15])[N:11]([CH3:13])[N:12]=1. Procedure: In analogy to the procedure described in Example 14C], [5-(3-bromo-phenyl)-2,4-dimethyl-2H-pyrazol-3-yl]-(3-diethylamino-pyrrolidin-1-yl)-methanone and benzo[b]furan-2-boronic acid gave the title compound in 36% yield as yellow foam. MS: 457.4 (MH+). Reactants: C([O-])([O-])=O.[K+].[K+] (potassium carbonate), [N+](=O)([O-])C1=C2C=NNC2=CC=C1 (4-Nitroindazole), Cl.ClCCN(C)C ((2-chloro-ethyl)-dimethyl-amine hydrochloride). Run in CN(C=O)C (N,N-dimethylformamide). Run at temperature 60 celsius, time 30 minute. The product is CN(CCN1N=C2C=CC=C(C2=C1)[N+](=O)[O-])C (dimethyl-[2-(4-nitro-indazol-2-yl)-ethyl]-amine). Reaction SMILES: [N+:1]([C:4]1[CH:12]=[CH:11][CH:10]=[C:9]2[C:5]=1[CH:6]=[N:7][NH:8]2)([O-:3])=[O:2].C(=O)([O-])[O-].[K+].[K+].Cl.Cl[CH2:21][CH2:22][N:23]([CH3:25])[CH3:24]>CN(C)C=O>[CH3:24][N:23]([CH3:25])[CH2:22][CH2:21][N:7]1[CH:6]=[C:5]2[C:9]([CH:10]=[CH:11][CH:12]=[C:4]2[N+:1]([O-:3])=[O:2])=[N:8]1 |f:1.2.3,4.5|. Procedure: 4-Nitroindazole (1.00 g, 6.13 mmol) was dissolved in 20 mL of N,N-dimethylformamide and potassium carbonate (2.50 g, 18.1 mmol) was added. The mixture was stirred for 30 minutes and then (2-chloro-ethyl)-dimethyl-amine hydrochloride (1.33 g 9.23 mmol) was added. The reaction mixture was heated to 60° C. for 6 hours, cooled to room temperature. The mixture was filtered through a plug of silica gel and rinsed with triethylamine/ethyl acetate (1/4). The filtrate was concentrated in vacuo to remove ... The reactants are C(C)NC=1S[C@@H]2[C@H](N1)[C@H]([C@@H]([C@H](O2)CO)O)O ((3aR,5R,6S,7R,7aR)-2-(ethylamino)-5-(hydroxymethyl)-5,6,7,7a-tetrahydro-3aH-pyrano[3,2-d][1,3]thiazole-6,7-diol), ClN1C(CCC1=O)=O (1-chloropyrrolidine-2,5-dione), C1(=CC=CC=C1)P(C1=CC=CC=C1)C1=CC=CC=C1 (triphenylphosphine). The solvent is CN(C=O)C (N,N-dimethylformamide). Reaction conditions: temperature 50 celsius, time 2 hour. Product: ClC[C@@H]1[C@H]([C@@H]([C@H]2N=C(S[C@H]2O1)NCC)O)O ((3aR,5S,6S,7R,7aR)-5-(chloromethyl)-2-(ethylamino)-5,6,7,7a-tetrahydro-3aH-pyrano[3,2-d][1,3]thiazole-6,7-diol). Yield: 16.9%. RXN SMILES: [CH2:1]([NH:3][C:4]1[S:5][C@H:6]2[O:12][C@H:11]([CH2:13]O)[C@@H:10]([OH:15])[C@H:9]([OH:16])[C@H:7]2[N:8]=1)[CH3:2].[Cl:17]N1C(=O)CCC1=O.C1(P(C2C=CC=CC=2)C2C=CC=CC=2)C=CC=CC=1>CN(C)C=O>[Cl:17][CH2:13][C@H:11]1[O:12][C@H:6]2[C@H:7]([N:8]=[C:4]([NH:3][CH2:1][CH3:2])[S:5]2)[C@@H:9]([OH:16])[C@@H:10]1[OH:15]. Procedure details: In a 5 mL seal vial equipped with a stir bar was added (3aR,5R,6S,7R,7aR)-2-(ethylamino)-5-(hydroxymethyl)-5,6,7,7a-tetrahydro-3aH-pyrano[3,2-d][1,3]thiazole-6,7-diol (30.00 mg; 0.12 mmol; 1.00 eq.) and 1-chloropyrrolidine-2,5-dione (24.20 mg; 0.18 mmol; 1.50 eq.) in N,N-dimethylformamide (1.00 ml) followed by triphenylphosphine (63.38 mg; 0.24 mmol; 2.00 eq.). After the clear solution was stirred at 50° C. for 2 h, color became wine red. The reaction was stirred for overnight before it is conce... Reactants: CC(C)=CC(=O)O, COc1ccccc1OS(C)(=O)=O, O, O=S(=O)(O)O. Product: COc1ccc(C(C)(C)CC(=O)O)cc1OS(C)(=O)=O. RXN SMILES: [CH3:14][C:15](=[CH:16][C:17](=[O:18])[OH:19])[CH3:20].[CH3:1][S:2](=[O:3])(=[O:4])[O:5][c:6]1[c:7]([O:12][CH3:13])[cH:8][cH:9][cH:10][cH:11]1.[OH2:26].[S:21](=[O:22])(=[O:23])([OH:24])[OH:25]>>[CH3:1][S:2](=[O:3])(=[O:4])[O:5][c:6]1[c:7]([O:12][CH3:13])[cH:8][cH:9][c:10]([C:15]([CH3:14])([CH2:16][C:17](=[O:18])[OH:19])[CH3:20])[cH:11]1. The reactants are BrC=1C=NC=CC1 (3-Bromopyridine), O=C1CC[C@@H]2CN(C[C@@H]21)C(=O)OC(C)(C)C (tert-butyl (cis)-4-oxohexahydrocyclopenta[c]pyrrole-2(1H)-carboxylate). Product: C(C)(C)(C)OC(=O)N1CC2C(C1)C(CC2)(C=2C=NC=CC2)O (tert-butyl-4-hydroxy-4-(3-pyridinyl)-hexahydrocyclopenta[c]pyrrole-2(1H)-carboxylate). Yield: 26.6%. RXN SMILES: Br[C:2]1[CH:3]=[N:4][CH:5]=[CH:6][CH:7]=1.[O:8]=[C:9]1[C@@H:16]2[C@@H:12]([CH2:13][N:14]([C:17]([O:19][C:20]([CH3:23])([CH3:22])[CH3:21])=[O:18])[CH2:15]2)[CH2:11][CH2:10]1>>[C:20]([O:19][C:17]([N:14]1[CH2:15][CH:16]2[C:9]([OH:8])([C:2]3[CH:3]=[N:4][CH:5]=[CH:6][CH:7]=3)[CH2:10][CH2:11][CH:12]2[CH2:13]1)=[O:18])([CH3:23])([CH3:21])[CH3:22]. Reported procedure: 3-Bromopyridine (4.36 g, 27.6 mmol) and the product from Example 44A (2.07 g, 9.19 mmol) were processed as described in Example 1E to afford the title compound (0.743 g, 27%). MS (DCI/NH3) m/z 305 (M+H)+. Procedure details: The title compound is prepared from a mixture of (R)-6-fluoro-3-(3-oxiranylmethoxy-phenyl)-benzo[d]isoxazole in dichloroethane, benzylamine and ethanol, essentially as described above in Example 57. Purity by LC/MS=88%, [M+H]+=393. As a reaction SMILES: [F:1][C:2]1[CH:21]=[CH:20][C:5]2[C:6]([C:9]3[CH:14]=[CH:13][CH:12]=[C:11]([O:15][CH2:16][C@H:17]4[CH2:19][O:18]4)[CH:10]=3)=[N:7][O:8][C:4]=2[CH:3]=1>ClC(Cl)C.C(N)C1C=CC=CC=1.C(O)C>[CH2:6]([NH:7][CH2:19][C@@H:17]([OH:18])[CH2:16][O:15][C:11]1[CH:12]=[CH:13][CH:14]=[C:9]([C:6]2[C:5]3[CH:20]=[CH:21][C:2]([F:1])=[CH:3][C:4]=3[O:8][N:7]=2)[CH:10]=1)[C:5]1[CH:20]=[CH:21][CH:2]=[CH:3][CH:4]=1. The product is C(C1=CC=CC=C1)NC[C@H](COC1=CC(=CC=C1)C1=NOC2=C1C=CC(=C2)F)O ((R)-1-benzylamino-3-[3-(6-fluoro-benzo[d]isoxazol-3-yl)-phenoxy]-propan-2-ol). The solvent is ClC(C)Cl (dichloroethane), C(C1=CC=CC=C1)N (benzylamine), C(C)O (ethanol). Starting materials: FC1=CC2=C(C(=NO2)C2=CC(=CC=C2)OC[C@@H]2OC2)C=C1 ((R)-6-fluoro-3-(3-oxiranylmethoxy-phenyl)-benzo[d]isoxazole). The reactants are S1C2=C(C=C1CNC1CCN(CC1)CCN1C(C=NC3=CC=C(C=C13)F)=O)C=CC=C2 (1-(2-(4-((benzo[b]thiophen-2-yl)methylamino)piperidin-1-yl)ethyl)-7-fluoroquinoxalin-2(1H)-one), Cl.C(C)(=O)OCC (hydrogen chloride ethyl acetate). The solvent is C(Cl)(Cl)Cl (chloroform). Reaction conditions: time 10 minute. The product is Cl.S1C2=C(C=C1CNC1CCN(CC1)CCN1C(C=NC3=CC=C(C=C13)F)=O)C=CC=C2 (1-(2-(4-((benzo[b]thiophen-2-yl)methylamino)piperidin-1-yl)ethyl)-7-fluoroquinoxalin-2(1H)-one hydrochloride). As a reaction SMILES: [S:1]1[C:5]([CH2:6][NH:7][CH:8]2[CH2:13][CH2:12][N:11]([CH2:14][CH2:15][N:16]3[C:25]4[C:20](=[CH:21][CH:22]=[C:23]([F:26])[CH:24]=4)[N:19]=[CH:18][C:17]3=[O:27])[CH2:10][CH2:9]2)=[CH:4][C:3]2[CH:28]=[CH:29][CH:30]=[CH:31][C:2]1=2.[ClH:32].C(OCC)(=O)C>C(Cl)(Cl)Cl>[ClH:32].[S:1]1[C:5]([CH2:6][NH:7][CH:8]2[CH2:13][CH2:12][N:11]([CH2:14][CH2:15][N:16]3[C:25]4[C:20](=[CH:21][CH:22]=[C:23]([F:26])[CH:24]=4)[N:19]=[CH:18][C:17]3=[O:27])[CH2:10][CH2:9]2)=[CH:4][C:3]2[CH:28]=[CH:29][CH:30]=[CH:31][C:2]1=2 |f:1.2,4.5|. Procedure details: To 10 mL of a chloroform solution containing 228 mg of 1-(2-(4-((benzo[b]thiophen-2-yl)methylamino)piperidin-1-yl)ethyl)-7-fluoroquinoxalin-2(1H)-one, 1 mL of 4 mol/L hydrogen chloride/ethyl acetate was added, and stirred at room temperature for 10 min. The solvent was removed under reduced pressure, ethyl acetate was added, and the resulting solid was filtered to give 247 mg of 1-(2-(4-((benzo[b]thiophen-2-yl)methylamino)piperidin-1-yl)ethyl)-7-fluoroquinoxalin-2(1H)-one hydrochloride as a pale...